Dataset: the Open Reaction Database (ORD), a public repository of structured organic reaction records. Task: describe an organic reaction: reactants, conditions, products, and yield Starting materials: ClCCl, O=Cc1ccc(Cl)nc1, Nc1nccs1. The product is Clc1ccc(C=Nc2nccs2)cn1. RXN SMILES: [Cl:16][CH2:17][Cl:18].[Cl:7][c:8]1[n:9][cH:10][c:11]([CH:14]=[O:15])[cH:12][cH:13]1.[NH2:1][c:2]1[s:3][cH:4][cH:5][n:6]1>>[N:1]([c:2]1[s:3][cH:4][cH:5][n:6]1)=[CH:14][c:11]1[cH:10][n:9][c:8]([Cl:7])[cH:13][cH:12]1. Reactants: Fc1c(F)c(F)c(Br)c(F)c1F, [I-], C#Cc1cccc(N)c1, [Pd], c1ccc(P(c2ccccc2)c2ccccc2)cc1, c1ccc(P(c2ccccc2)c2ccccc2)cc1, c1ccc(P(c2ccccc2)c2ccccc2)cc1. Product: Nc1cccc(C#Cc2c(F)c(F)c(F)c(F)c2F)c1. RXN SMILES: [Br:1][c:2]1[c:3]([F:12])[c:4]([F:11])[c:5]([F:10])[c:6]([F:9])[c:7]1[F:8].[I-:41].[NH2:13][c:14]1[cH:15][c:16]([C:20]#[CH:21])[cH:17][cH:18][cH:19]1.[Pd:42].[c:22]1([P:23]([c:24]2[cH:25][cH:26][cH:27][cH:28][cH:29]2)[c:30]2[cH:31][cH:32][cH:33][cH:34][cH:35]2)[cH:36][cH:37][cH:38][cH:39][cH:40]1.[c:43]1([P:44]([c:45]2[cH:46][cH:47][cH:48][cH:49][cH:50]2)[c:51]2[cH:52][cH:53][cH:54][cH:55][cH:56]2)[cH:57][cH:58][cH:59][cH:60][cH:61]1.[c:62]1([P:63]([c:64]2[cH:65][cH:66][cH:67][cH:68][cH:69]2)[c:70]2[cH:71][cH:72][cH:73][cH:74][cH:75]2)[cH:76][cH:77][cH:78][cH:79][cH:80]1>>[c:2]1([C:21]#[C:20][c:16]2[cH:15][c:14]([NH2:13])[cH:19][cH:18][cH:17]2)[c:3]([F:12])[c:4]([F:11])[c:5]([F:10])[c:6]([F:9])[c:7]1[F:8].